From a dataset of the Open Reaction Database (ORD), a public repository of structured organic reaction records. describe an organic reaction: reactants, conditions, products, and yield The reactants are Cc1[nH]c(C=O)c(C)c1CCCN(C)C, O=C1Cc2ccccc2N1. The product is Cc1[nH]c(C=C2C(=O)Nc3ccccc32)c(C)c1CCCN(C)C. As a reaction SMILES: [CH3:11][N:12]([CH2:13][CH2:14][CH2:15][c:16]1[c:17]([CH3:24])[c:18]([CH:22]=[O:23])[nH:19][c:20]1[CH3:21])[CH3:25].[NH:1]1[C:2](=[O:10])[CH2:3][c:4]2[cH:5][cH:6][cH:7][cH:8][c:9]21>>[NH:1]1[C:2](=[O:10])[C:3](=[CH:22][c:18]2[c:17]([CH3:24])[c:16]([CH2:15][CH2:14][CH2:13][N:12]([CH3:11])[CH3:25])[c:20]([CH3:21])[nH:19]2)[c:4]2[cH:5][cH:6][cH:7][cH:8][c:9]21. The solvent is O1CCOCC1 (dioxane). Procedure: A mixture 3-imidazo[1,2-a]pyridin-3-yl-phenylamine (315 mg, 1.5 mmol), 3-bromopyridine (160 μl, 1.66 mmol), (±)-Binap (93 mg, 0.15 mmol), and NaOtBu (440 mg, 4.6 mmol) in dry dioxane (3 ml) was deoxygenated by evacuation/refill with N2 (×3). Pd2 dba3 (70 mg, 0.08 mmol) was added and the mixture was deoxygenated again (×3). The reaction was stirred and heated at 100° C. for 18 hours under N2. The mixture was partitioned between EtOAc/H2O, then filtered. The aqueous layer was extracted with EtOAc ... Run at temperature 100 celsius. Product: N=1C=C(N2C1C=CC=C2)C=2C=C(C=CC2)NC=2C=NC=CC2 ((3-Imidazo[1,2-a]pyridin-3-yl-phenyl)-pyridin-3-yl-amine). Reaction SMILES: [N:1]1[CH:2]=[C:3]([C:10]2[CH:11]=[C:12]([NH2:16])[CH:13]=[CH:14][CH:15]=2)[N:4]2[CH:9]=[CH:8][CH:7]=[CH:6][C:5]=12.Br[C:18]1[CH:19]=[N:20][CH:21]=[CH:22][CH:23]=1.CC([O-])(C)C.[Na+].N#N>O1CCOCC1.C1C=CC(/C=C/C(/C=C/C2C=CC=CC=2)=O)=CC=1.C1C=CC(/C=C/C(/C=C/C2C=CC=CC=2)=O)=CC=1.C1C=CC(/C=C/C(/C=C/C2C=CC=CC=2)=O)=CC=1.[Pd].[Pd]>[N:1]1[CH:2]=[C:3]([C:10]2[CH:11]=[C:12]([NH:16][C:18]3[CH:19]=[N:20][CH:21]=[CH:22][CH:23]=3)[CH:13]=[CH:14][CH:15]=2)[N:4]2[CH:9]=[CH:8][CH:7]=[CH:6][C:5]=12 |f:2.3,6.7.8.9.10|. The reactants are N=1C=C(N2C1C=CC=C2)C=2C=C(C=CC2)N (3-imidazo[1,2-a]pyridin-3-yl-phenylamine), BrC=1C=NC=CC1 (3-bromopyridine), (±)-Binap, CC(C)(C)[O-].[Na+] (NaOtBu), N#N (N2). Reagents/catalysts: C=1C=CC(=CC1)/C=C/C(=O)/C=C/C2=CC=CC=C2.C=1C=CC(=CC1)/C=C/C(=O)/C=C/C2=CC=CC=C2.C=1C=CC(=CC1)/C=C/C(=O)/C=C/C2=CC=CC=C2.[Pd].[Pd] (Pd2 dba3). The reactants are CCc1ccc2oc(=O)cc(NC3CCNCC3)c2c1, O=Cc1ccc2c(c1)OCO2. Yields the product CCc1ccc2oc(=O)cc(NC3CCN(Cc4ccc5c(c4)OCO5)CC3)c2c1. Reaction SMILES: [CH2:1]([CH3:2])[c:3]1[cH:4][c:5]2[c:6]([NH:14][CH:15]3[CH2:16][CH2:17][NH:18][CH2:19][CH2:20]3)[cH:7][c:8](=[O:13])[o:9][c:10]2[cH:11][cH:12]1.[CH:21](=[O:22])[c:23]1[cH:24][cH:25][c:26]2[c:30]([cH:31]1)[O:29][CH2:28][O:27]2>>[CH2:1]([CH3:2])[c:3]1[cH:4][c:5]2[c:6]([NH:14][CH:15]3[CH2:16][CH2:17][N:18]([CH2:21][c:23]4[cH:24][cH:25][c:26]5[c:30]([cH:31]4)[O:29][CH2:28][O:27]5)[CH2:19][CH2:20]3)[cH:7][c:8](=[O:13])[o:9][c:10]2[cH:11][cH:12]1. The reactants are C[Si](OC(=C)C1=CC2=CC=CC=C2C=C1)(C)C (1-Trimethylsilyloxy-1-(naphthalen-2-yl)ethylene), [F-].[Cs+] (CsF), FC=1C=C(C=CC1F)C=CC(=O)C1=C(C=CC=C1)O (3-(3,4-difluorophenyl)-1-(2-hydroxyphenyl)-2-propen-1-one). The solvent is CS(=O)C (dimethyl sulfoxide). Reaction conditions: temperature 70 celsius. Yields the product FC=1C=C(C=CC1F)C(CC(=O)C1=C(C=CC=C1)O)CC(=O)C1=CC2=CC=CC=C2C=C1 (3-(3,4-difluorophenyl)-1-(2-hydroxyphenyl)-5-(naphthalen-2-yl)-1,5-pentanedione). Reaction SMILES: C[Si](C)(C)[O:3][C:4]([C:6]1[CH:15]=[CH:14][C:13]2[C:8](=[CH:9][CH:10]=[CH:11][CH:12]=2)[CH:7]=1)=[CH2:5].[F-].[Cs+].[F:20][C:21]1[CH:22]=[C:23]([CH:28]=[CH:29][C:30]([C:32]2[CH:37]=[CH:36][CH:35]=[CH:34][C:33]=2[OH:38])=[O:31])[CH:24]=[CH:25][C:26]=1[F:27]>CS(C)=O>[F:20][C:21]1[CH:22]=[C:23]([CH:28]([CH2:3][C:4]([C:6]2[CH:15]=[CH:14][C:13]3[C:8](=[CH:9][CH:10]=[CH:11][CH:12]=3)[CH:7]=2)=[O:5])[CH2:29][C:30]([C:32]2[CH:37]=[CH:36][CH:35]=[CH:34][C:33]=2[OH:38])=[O:31])[CH:24]=[CH:25][C:26]=1[F:27] |f:1.2|. Procedure details: 1-Trimethylsilyloxy-1-(naphthalen-2-yl)ethylene (7.0 mmol; prepared according to J. Chem. Soc.,Perkin Trans. I 1989, 1585) and CsF (0.27 g, 1.76 nmol) were added to a suspension of 3-(3,4-difluorophenyl)-1-(2-hydroxyphenyl)-2-propen-1-one on Wang resin (2.0 g, 1.76 mmol.) in dimethyl sulfoxide (30 mL). The reaction mixture was heated to 70° C. for 3 h and the reaction was quenched with 10% AcOH/CH2Cl2. The resin was filtered, washed with DMF (×2) and alternating MeOH and CH2Cl2 (×5), and dried u...